Dataset: the Open Reaction Database (ORD), a public repository of structured organic reaction records. Task: describe an organic reaction: reactants, conditions, products, and yield The reactants are Cc1ccccc1, O=C=NCc1ccc(C(F)(F)F)cc1, Nc1c(C(F)(F)F)ccc2cnccc12. Product: O=C(NCc1ccc(C(F)(F)F)cc1)Nc1c(C(F)(F)F)ccc2cnccc12. As a reaction SMILES: [CH3:30][c:31]1[cH:32][cH:33][cH:34][cH:35][cH:36]1.[F:16][C:17]([c:18]1[cH:19][cH:20][c:21]([CH2:22][N:23]=[C:24]=[O:25])[cH:26][cH:27]1)([F:28])[F:29].[F:1][C:2]([c:3]1[c:4]([NH2:13])[c:5]2[cH:6][cH:7][n:8][cH:9][c:10]2[cH:11][cH:12]1)([F:14])[F:15]>>[F:1][C:2]([c:3]1[c:4]([NH:13][C:24]([NH:23][CH2:22][c:21]2[cH:20][cH:19][c:18]([C:17]([F:16])([F:28])[F:29])[cH:27][cH:26]2)=[O:25])[c:5]2[cH:6][cH:7][n:8][cH:9][c:10]2[cH:11][cH:12]1)([F:14])[F:15].